Dataset: the Open Reaction Database (ORD), a public repository of structured organic reaction records. Task: describe an organic reaction: reactants, conditions, products, and yield Starting materials: [H-].[Na+] (sodium hydride), ClC1=C(C2=CC(=CC=C2C(=C1)Cl)Cl)CCC=O (3-(2,4,7-trichloronaphthalen-1-yl)propanal), ice, ice water, C(CCC)[Li] (n-butyl lithium), CCCCCC (hexane), C(CC(=O)C)(=O)OC (methyl acetoacetate). Solvent: O1CCCC1 (tetrahydrofuran), O1CCCC1 (tetrahydrofuran), O1CCCC1 (tetrahydrofuran). Run at temperature 5 celsius, time 20 minute. The product is ClC1=C(C2=CC(=CC=C2C(=C1)Cl)Cl)CCC(CC(CC(=O)OC)=O)O (Methyl 7-(2,4,7-trichloronapthalen-1-yl)-5-hydroxy-3-oxoheptanoate). The yield is 88.5%. RXN SMILES: [C:1]([O:7][CH3:8])(=[O:6])[CH2:2][C:3]([CH3:5])=[O:4].[H-].[Na+].C([Li])CCC.CCCCCC.[Cl:22][C:23]1[CH:32]=[C:31]([Cl:33])[C:30]2[C:25](=[CH:26][C:27]([Cl:34])=[CH:28][CH:29]=2)[C:24]=1[CH2:35][CH2:36][CH:37]=[O:38]>O1CCCC1>[Cl:22][C:23]1[CH:32]=[C:31]([Cl:33])[C:30]2[C:25](=[CH:26][C:27]([Cl:34])=[CH:28][CH:29]=2)[C:24]=1[CH2:35][CH2:36][CH:37]([OH:38])[CH2:5][C:3](=[O:4])[CH2:2][C:1]([O:7][CH3:8])=[O:6] |f:1.2|. Reported procedure: A solution of methyl acetoacetate (0.088 g, 0.76 mmole) in dry tetrahydrofuran (2 ml) was added dropwise (5 minutes) to a mixture of sodium hydride (0.036 g, 0.75 mmole) in tetrahydrofuran (3 ml) under nitrogen and with cooling (ice bath). After stirring at about 5° C. for 20 minutes, a solution of n-butyl lithium in hexane (0.55 ml, 0.77 mole) was added dropwise (5 minutes) and the mixture stirred at 5° C. for 30 minutes. The ice bath was replaced by a dry ice-acetone bath and a solution of 3-(... The reactants are compound 7b, BrCCCCBr (1,4-dibromobutane), BrCCCCOC1=CC=C(C=C1)N1C([C@@H]2CC=CC[C@@H]2C(=N1)C1=CC(=C(C=C1)OC)OC)=O ((4aS,8aR)-2-[4-(4-Bromo-butoxy)-phenyl]-4-(3,4-dimethoxy-phenyl)-4a,5,8,8a-tetrahydro-2H-phthalazin-1-one). The product is BrCCCCOC1=CC=C(CN2C([C@@H]3CC=CC[C@@H]3C(=N2)C2=CC(=C(C=C2)OC)OC)=O)C=C1 ((4aS,8aR)-2-[4-(4-Bromo-butoxy)-benzyl]-4-(3,4-dimethoxy-phenyl)-4a,5,8,8a-tetrahydro-2H-phthalazin-1-one). As a reaction SMILES: [Br:1][CH2:2][CH2:3][CH2:4][CH2:5]Br.BrCCCCO[C:13]1[CH:18]=[CH:17][C:16]([N:19]2[N:28]=[C:27]([C:29]3[CH:34]=[CH:33][C:32]([O:35][CH3:36])=[C:31]([O:37][CH3:38])[CH:30]=3)[C@@H:26]3[C@@H:21]([CH2:22][CH:23]=[CH:24][CH2:25]3)[C:20]2=[O:39])=CC=1>>[Br:1][CH2:2][CH2:3][CH2:4][CH2:5][O:35][C:32]1[CH:31]=[CH:30][C:17]([CH2:16][N:19]2[N:28]=[C:27]([C:29]3[CH:34]=[CH:33][C:32]([O:35][CH3:36])=[C:31]([O:37][CH3:38])[CH:30]=3)[C@@H:26]3[C@@H:21]([CH2:22][CH:23]=[CH:24][CH2:25]3)[C:20]2=[O:39])=[CH:18][CH:13]=1. Procedure details: Prepared from compound 7b and 1,4-dibromobutane as described for compound 6a. M. p. 42-46° C. Reactants: O (water), C(C#C)N (propargylamine), BrC1=CC=C(C(=O)Cl)C=C1 (4-bromobenzoyl chloride), C([O-])([O-])=O.[Na+].[Na+] (sodium carbonate). Run in C(C)(=O)OCC (ethyl acetate), C(C)(=O)OCC (ethyl acetate). The product is BrC1=CC=C(C(=O)C#CC(=O)N)C=C1 (4-bromobenzoyl propargyl amide). Yield: 54.8%. Reaction SMILES: [CH2:1]([NH2:4])[C:2]#[CH:3].[Br:5][C:6]1[CH:14]=[CH:13][C:9]([C:10](Cl)=[O:11])=[CH:8][CH:7]=1.C(=O)([O-])[O-:16].[Na+].[Na+].O>C(OCC)(=O)C>[Br:5][C:6]1[CH:14]=[CH:13][C:9]([C:10]([C:3]#[C:2][C:1]([NH2:4])=[O:16])=[O:11])=[CH:8][CH:7]=1 |f:2.3.4|. Procedure: A solution of propargylamine (3.55 g) in ethyl acetate (25 ml) was added over a period of 15 minutes to a stirred mixture of 4-bromobenzoyl chloride (14.2 g) and sodium carbonate (10.6 g) in ethyl acetate (100 ml) at ambient temperature. The mixture was heated at reflux for 1 hour. The mixture was cooled to ambient temperature and water (200 ml) was added. The mixture extracted with ethyl acetate (2×100 ml). The ethyl acetate extracts were combined, washed with saturated aqueous sodium bicarbona... Yield: 20.0%. As a reaction SMILES: [CH3:1][O:2][C:3]1[CH:4]=[C:5]([C:19](=[O:21])[CH3:20])[CH:6]=[C:7]([O:17][CH3:18])[C:8]=1[O:9][Si:10]([C:13]([CH3:16])([CH3:15])[CH3:14])([CH3:12])[CH3:11].C([N-]C(C)C)(C)C.[Li+].[S:30]1[C:34]([C:35]2[C:36]([O:45][CH3:46])=[CH:37][C:38]([O:43][CH3:44])=[C:39]([CH:42]=2)[CH:40]=O)=[CH:33][C:32]2[CH:47]=[CH:48][CH:49]=[CH:50][C:31]1=2>O1CCCC1>[S:30]1[C:34]([C:35]2[C:36]([O:45][CH3:46])=[CH:37][C:38]([O:43][CH3:44])=[C:39]([CH:40]=[CH:20][C:19]([C:5]3[CH:4]=[C:3]([O:2][CH3:1])[C:8]([O:9][Si:10]([C:13]([CH3:16])([CH3:14])[CH3:15])([CH3:11])[CH3:12])=[C:7]([O:17][CH3:18])[CH:6]=3)=[O:21])[CH:42]=2)=[CH:33][C:32]2[CH:47]=[CH:48][CH:49]=[CH:50][C:31]1=2 |f:1.2|. Reactants: S1C2=C(C=C1C=1C(=CC(=C(C=O)C1)OC)OC)C=CC=C2 (5-(benzo[b]thien-2-yl)-2,4-dimethoxybenzaldehyde), COC=1C=C(C=C(C1O[Si](C)(C)C(C)(C)C)OC)C(C)=O (3′,5′-dimethoxy-4′-(tert-butyldimethylsiloxy)acetophenone), ice water, C(C)(C)[N-]C(C)C.[Li+] (lithium diisopropylamide). Procedure: Ex-59B: To a solution of 3′,5′-dimethoxy-4′-(tert-butyldimethylsiloxy)acetophenone, from Ex-59A (0.5 g, 1.6 mmol) in tetrahydrofuran (10 mL) chilled with ice/water was added lithium diisopropylamide (2 M, 0.8 mL, 1.6 mmol). The mixture was stirred for 20 minutes while chilled. Then 5-(benzo[b]thien-2-yl)-2,4-dimethoxybenzaldehyde, from Ex-6A,(0.48 g, 1.6 mmol) in tetrahydrofuran (6 mL) was added, and the mixture was stirred at room temperature for 2 hours. Upon quenching with water, the mixture ... The product is S1C2=C(C=C1C=1C(=CC(=C(C1)C=CC(=O)C1=CC(=C(C(=C1)OC)O[Si](C)(C)C(C)(C)C)OC)OC)OC)C=CC=C2 (3-[5-(benzo[b]thien-2-yl)2,4-dimethoxyphenyl]-1-(4-ter-butyldimethylsiloxy-3,5-dimethoxyphenyl)-2-propen-1-one). The solvent is O1CCCC1 (tetrahydrofuran), O1CCCC1 (tetrahydrofuran). Run at time 20 minute.